This data is from the Open Reaction Database (ORD), a public repository of structured organic reaction records. The task is: describe an organic reaction: reactants, conditions, products, and yield Starting materials: CC(C)(C)[O-], CN(C)C1(c2ccccc2)CCC(O)CC1, CN(C)C=O, Fc1ccccc1CCl, [K+]. Yields the product CN(C)C1(c2ccccc2)CCC(OCc2ccccc2F)CC1. As a reaction SMILES: [CH3:17][C:18]([CH3:19])([O-:20])[CH3:21].[CH3:1][N:2]([C:3]1([c:10]2[cH:11][cH:12][cH:13][cH:14][cH:15]2)[CH2:4][CH2:5][CH:6]([OH:9])[CH2:7][CH2:8]1)[CH3:16].[CH3:32][N:33]([CH3:34])[CH:35]=[O:36].[F:23][c:24]1[c:25]([CH2:26][Cl:27])[cH:28][cH:29][cH:30][cH:31]1.[K+:22]>>[CH3:1][N:2]([C:3]1([c:10]2[cH:11][cH:12][cH:13][cH:14][cH:15]2)[CH2:4][CH2:5][CH:6]([O:9][CH2:26][c:25]2[c:24]([F:23])[cH:31][cH:30][cH:29][cH:28]2)[CH2:7][CH2:8]1)[CH3:16]. Reaction SMILES: [CH2:1]([O:8][C:9]1[CH:14]=[CH:13][C:12]([C:15]([C:24]2[CH:29]=[CH:28][C:27]([O:30][CH2:31][CH2:32][CH2:33][CH2:34][Cl:35])=[CH:26][CH:25]=2)(O)[CH2:16][C:17]2[CH:22]=[CH:21][CH:20]=[CH:19][CH:18]=2)=[CH:11][CH:10]=1)[C:2]1[CH:7]=[CH:6][CH:5]=[CH:4][CH:3]=1.Cl>CO>[CH2:1]([O:8][C:9]1[CH:14]=[CH:13][C:12]([C:15]([C:24]2[CH:25]=[CH:26][C:27]([O:30][CH2:31][CH2:32][CH2:33][CH2:34][Cl:35])=[CH:28][CH:29]=2)=[CH:16][C:17]2[CH:22]=[CH:21][CH:20]=[CH:19][CH:18]=2)=[CH:11][CH:10]=1)[C:2]1[CH:3]=[CH:4][CH:5]=[CH:6][CH:7]=1. Solvent: CO (methanol). Starting materials: C(C1=CC=CC=C1)OC1=CC=C(C=C1)C(CC1=CC=CC=C1)(O)C1=CC=C(C=C1)OCCCCCl (1-(4-benzyloxyphenyl)-1-(4-(4-chlorobutyloxy) phenyl)-2-phenyl ethanol), Cl (hydrochloric acid). Run at time 2 hour. Yields the product C(C1=CC=CC=C1)OC1=CC=C(C=C1)C(=CC1=CC=CC=C1)C1=CC=C(C=C1)OCCCCCl (1-(4-benzyloxyphenyl)-1-(4-(4-chlorobutyloxy) phenyl)-2-phenyl ethylene). Procedure details: Combine 1-(4-benzyloxyphenyl)-1-(4-(4-chlorobutyloxy) phenyl)-2-phenyl ethanol (1.0 g, 21.0 mmol) and methanol (2 mL). Add aqueous 2M hydrochloric acid solution (4 mL). Heat to reflux. After 2 hours, concentrate at 65° C. to remove most of the methanol. Cool to ambient temperature and extract with dichloromethane. Dry the organic layer over MgSO4, filter, and dry in vacuo to give 1-(4-benzyloxyphenyl)-1-(4-(4-chlorobutyloxy) phenyl)-2-phenyl ethylene: Rf =0.50 (silica gel, 30% ethyl acetate/hexa... Starting materials: CN(CCN(C=1SC2=C(N1)C=CC(=C2)NC(C2=CC=C(C=C2)I)=O)C)C (N-{2-[(2-dimethylamino-ethyl)-methyl-amino]-benzothiazol-6-yl}-4-iodo-benzamide), CC=1C=C(C=CC1)B(O)O (3-methyl-phenyl boronic acid). Yields the product CN(CCN(C=1SC2=C(N1)C=CC(=C2)NC(=O)C2=CC=C(C=C2)C2=CC(=CC=C2)C)C)C (3′-Methyl-biphenyl-4-carboxylic acid {2-[(2-dimethylamino-ethyl)-methyl-amino]-benzothiazol-6-yl}-amide). As a reaction SMILES: [CH3:1][N:2]([CH3:26])[CH2:3][CH2:4][N:5]([CH3:25])[C:6]1[S:7][C:8]2[CH:14]=[C:13]([NH:15][C:16](=[O:24])[C:17]3[CH:22]=[CH:21][C:20](I)=[CH:19][CH:18]=3)[CH:12]=[CH:11][C:9]=2[N:10]=1.[CH3:27][C:28]1[CH:29]=[C:30](B(O)O)[CH:31]=[CH:32][CH:33]=1>>[CH3:1][N:2]([CH3:26])[CH2:3][CH2:4][N:5]([CH3:25])[C:6]1[S:7][C:8]2[CH:14]=[C:13]([NH:15][C:16]([C:17]3[CH:22]=[CH:21][C:20]([C:32]4[CH:31]=[CH:30][CH:29]=[C:28]([CH3:27])[CH:33]=4)=[CH:19][CH:18]=3)=[O:24])[CH:12]=[CH:11][C:9]=2[N:10]=1. Procedure: The title compound is prepared by following a procedure analogous to Example 113, Step 1, using N-{2-[(2-dimethylamino-ethyl)-methyl-amino]-benzothiazol-6-yl}-4-iodo-benzamide (0.10 g, 0.21 mmol) and 3-methyl-phenyl boronic acid (0.037 g, 0.27 mmol) to afford 0.048 g (51%). LC/MS, Retention time=4.96 min; (m/z): calcd for C2H26N4OS (M+H)+: 445.6; found: 445.0. Reactants: CC(=O)OC(C)=O, CN(C)CN(C)C, COc1ccc(C(=O)Cc2ccccc2)c(Cl)c1Cl, O. The product is C=C(C(=O)c1ccc(OC)c(Cl)c1Cl)c1ccccc1. RXN SMILES: [CH3:1][C:2]([O:3][C:4](=[O:5])[CH3:6])=[O:7].[CH3:28][N:29]([CH2:30][N:31]([CH3:32])[CH3:33])[CH3:34].[Cl:8][c:9]1[c:10]([O:25][CH3:26])[cH:11][cH:12][c:13]([C:16]([CH2:17][c:18]2[cH:19][cH:20][cH:21][cH:22][cH:23]2)=[O:24])[c:14]1[Cl:15].[OH2:27]>>[CH2:1]=[C:17]([C:16]([c:13]1[cH:12][cH:11][c:10]([O:25][CH3:26])[c:9]([Cl:8])[c:14]1[Cl:15])=[O:24])[c:18]1[cH:19][cH:20][cH:21][cH:22][cH:23]1. Reactants: FC1=CC=C(C=C1)C=1N(N=C2CCNCCC12)C(C)C (3-(4-Fluoro-phenyl)-2-isopropyl-2,4,5,6,7,8-hexahydro-1,2,6-triaza-azulene), C1(=CC=CC=C1)CCC=O (3-phenyl-propionaldehyde). The product is FC1=CC=C(C=C1)C=1N(N=C2CCN(CCC12)CCCC1=CC=CC=C1)C(C)C (3-(4-Fluoro-phenyl)-2-isopropyl-6-(3-phenyl-propyl)-2,4,5,6,7,8-hexahydro-1,2,6-triaza-azulene). Reaction SMILES: [F:1][C:2]1[CH:7]=[CH:6][C:5]([C:8]2[N:9]([CH:18]([CH3:20])[CH3:19])[N:10]=[C:11]3[C:17]=2[CH2:16][CH2:15][NH:14][CH2:13][CH2:12]3)=[CH:4][CH:3]=1.[C:21]1([CH2:27][CH2:28][CH:29]=O)[CH:26]=[CH:25][CH:24]=[CH:23][CH:22]=1>>[F:1][C:2]1[CH:7]=[CH:6][C:5]([C:8]2[N:9]([CH:18]([CH3:20])[CH3:19])[N:10]=[C:11]3[C:17]=2[CH2:16][CH2:15][N:14]([CH2:29][CH2:28][CH2:27][C:21]2[CH:26]=[CH:25][CH:24]=[CH:23][CH:22]=2)[CH2:13][CH2:12]3)=[CH:4][CH:3]=1. Procedure: The title compound (142 mg) was prepared from 3-(4-fluoro-phenyl)-2-isopropyl-2,4,5,6,7,8-hexahydro-1,2,6-triaza-azulene (Example 190) and 3-phenyl-propionaldehyde as in Example 35. MS (ESI): exact mass calculated for C25H30FN3, 391.24. found, m/z 392.5 [M+H]+. 1H NMR (500 MHz, CD3OD): 7.45-7.41 (m, 2H), 7.35-7.26 (m, 6H), 7.22-7.19 (m, 1H), 4.46 (m, 1H), 3.79-3.76 (m, 1H), 3.67-3.63 (m, 1H), 3.46-3.43 (m, 1H), 3.35-3.29 (m, 5H), 2.90-2.87 (m, 1H), 2.83-2.73 (m, 3H), 2.19-2.12 (m, 2H), 1.44 (t, ... The reactants are CC(NCCF)C1CCN(Cc2ccccc2)C1, CCO, [H][H], [OH-], [OH-], [Pd+2]. Yields the product CC(NCCF)C1CCNC1. RXN SMILES: [CH2:1]([c:2]1[cH:3][cH:4][cH:5][cH:6][cH:7]1)[N:8]1[CH2:9][CH:10]([CH:13]([CH3:14])[NH:15][CH2:16][CH2:17][F:18])[CH2:11][CH2:12]1.[CH3:21][CH2:22][OH:23].[H:19][H:20].[OH-:24].[OH-:26].[Pd+2:25]>>[NH:8]1[CH2:9][CH:10]([CH:13]([CH3:14])[NH:15][CH2:16][CH2:17][F:18])[CH2:11][CH2:12]1.